This data is from the Open Reaction Database (ORD), a public repository of structured organic reaction records. The task is: describe an organic reaction: reactants, conditions, products, and yield The reactants are COC(=O)c1ccc(Br)cc1I, CCOC(C)=O, CN1CCCC1=O, [Cl-], N#C[Cu]C#N, N, [NH4+], O. The product is COC(=O)c1ccc(Br)cc1C#N. RXN SMILES: [Br:1][c:2]1[cH:3][c:4]([I:12])[c:5]([C:6](=[O:7])[O:8][CH3:9])[cH:10][cH:11]1.[CH3:21][CH2:22][O:23][C:24](=[O:25])[CH3:26].[CH3:28][N:29]1[CH2:30][CH2:31][CH2:32][C:33]1=[O:34].[Cl-:18].[Cu:13]([C:14]#[N:15])[C:16]#[N:17].[NH3:20].[NH4+:19].[OH2:27]>>[Br:1][c:2]1[cH:3][c:4]([C:14]#[N:15])[c:5]([C:6](=[O:7])[O:8][CH3:9])[cH:10][cH:11]1. The reactants are COC1=C(C=CC(=C1)C(F)(F)F)C1=NC=NC2=CC(=CC=C12)S(=O)(=O)Cl (4-(2-methoxy-4-(trifluoromethyl)phenyl)quinazoline-7-sulfonyl chloride), CN1C=NC=C1 (1-methylimidazole), HCl dioxanes, N1=CN=C(C=C1)N (pyrimidin-4-amine), C[Si](C)(C)CCOCCl (SEM-Cl). The solvent is CC#N (MeCN), CC#N (MeCN). Conditions: temperature 110 celsius, time 1 hour. The product is COC1=C(C=CC(=C1)C(F)(F)F)C1=NC=NC2=CC(=CC=C12)S(=O)(=O)NC1=NC=NC=C1 (4-(2-methoxy-4-(trifluoromethyl)phenyl)-N-(pyrimidin-4-yl)quinazoline-7-sulfonamide). Reaction SMILES: [N:1]1[CH:6]=[CH:5][C:4]([NH2:7])=[N:3][CH:2]=1.C[Si](CCOCCl)(C)C.[CH3:17][O:18][C:19]1[CH:24]=[C:23]([C:25]([F:28])([F:27])[F:26])[CH:22]=[CH:21][C:20]=1[C:29]1[C:38]2[C:33](=[CH:34][C:35]([S:39](Cl)(=[O:41])=[O:40])=[CH:36][CH:37]=2)[N:32]=[CH:31][N:30]=1.CN1C=CN=C1>CC#N>[CH3:17][O:18][C:19]1[CH:24]=[C:23]([C:25]([F:26])([F:27])[F:28])[CH:22]=[CH:21][C:20]=1[C:29]1[C:38]2[C:33](=[CH:34][C:35]([S:39]([NH:7][C:4]3[CH:5]=[CH:6][N:1]=[CH:2][N:3]=3)(=[O:41])=[O:40])=[CH:36][CH:37]=2)[N:32]=[CH:31][N:30]=1. Procedure details: A solution of pyrimidin-4-amine (0.029 g, 0.300 mmol) in 3 mL of MeCN was treated with SEM-Cl (0.053 ml, 0.300 mmol), and the reaction mixture was allowed to stir for one hour. 4-(2-methoxy-4-(trifluoromethyl)phenyl)quinazoline-7-sulfonyl chloride (Intermediate DDDD; 0.110 g, 0.273 mmol) was added as a solution in 3 mL of MeCN, followed by 1-methylimidazole (0.054 ml, 0.546 mmol). After stirring at room temperature for an additional hour, the reaction mixture was concentrated and then dissolved ... Reactants: O=C(n1ccnc1)n1ccnc1, CC(C)Oc1c(C(=O)O)oc2ccccc12, CCOC(C)=O, CC(C)N, C1CCOC1. Yields the product CC(C)NC(=O)c1oc2ccccc2c1OC(C)C. Reaction SMILES: [C:17]([n:18]1[cH:19][cH:20][n:21][cH:22]1)([n:23]1[cH:24][cH:25][n:26][cH:27]1)=[O:28].[CH3:1][CH:2]([CH3:3])[O:4][c:5]1[c:6]([C:14](=[O:15])[OH:16])[o:7][c:8]2[c:9]1[cH:10][cH:11][cH:12][cH:13]2.[CH3:38][CH2:39][O:40][C:41](=[O:42])[CH3:43].[CH:29]([CH3:30])([CH3:31])[NH2:32].[O:33]1[CH2:34][CH2:35][CH2:36][CH2:37]1>>[CH3:1][CH:2]([CH3:3])[O:4][c:5]1[c:6]([C:14](=[O:16])[NH:32][CH:29]([CH3:30])[CH3:31])[o:7][c:8]2[c:9]1[cH:10][cH:11][cH:12][cH:13]2. The reactants are ClCC(=C)C (3-Chloro-2-methyl-1-propene), ClC1=CC=C(C=C1)O (4chlorophenol), [H-].[Na+] (sodium hydride), ClCC(=C)C (3-chloro-2-methyl-1-propene). Solvent: C1CCOC1 (THF), C1CCOC1 (THF), CCOCC (ether). Run at time 24 hour. Yields the product ClC1=CC=C(OCC(=C)C)C=C1 (3-(4-chloro-phenoxy)-2-methyl-1-propene). As a reaction SMILES: [Cl:1][C:2]1[CH:7]=[CH:6][C:5]([OH:8])=[CH:4][CH:3]=1.[H-].[Na+].Cl[CH2:12][C:13]([CH3:15])=[CH2:14]>C1COCC1.CCOCC>[Cl:1][C:2]1[CH:7]=[CH:6][C:5]([O:8][CH2:14][C:13]([CH3:15])=[CH2:12])=[CH:4][CH:3]=1 |f:1.2|. Procedure: A mixture of 4chlorophenol (10 g, 0.78 mol) and sodium hydride (1.9 g, 0.08 mol) is heated to reflux for 30 min in 30 ml of THF and then cooled. 3-Chloro-2-methyl-1-propene (7.3 g, 0.08 mol) in 10 ml THF is added and the mixture is heated to reflux. After 24 hr, an additional equivalent of 3-chloro-2-methyl-1-propene is added and the mixture heated under reflux for another 24 hr. The reaction mixture is cooled and diluted with ether to 150 ml, washed with 20% NaOH (2X) and with water until neutr... The reactants are CC(=O)O, CC(=O)[O-], Cc1ccc2nc(Cl)c(C#N)c(Cl)c2c1, [NH4+], O. Yields the product Cc1ccc2[nH]c(=O)c(C#N)c(Cl)c2c1. As a reaction SMILES: [CH3:22][C:23](=[O:24])[OH:25].[CH3:2][C:3]([O-:4])=[O:5].[Cl:6][c:7]1[n:8][c:9]2[cH:10][cH:11][c:12]([CH3:20])[cH:13][c:14]2[c:15]([Cl:19])[c:16]1[C:17]#[N:18].[NH4+:1].[OH2:21]>>[O:4]=[c:7]1[nH:8][c:9]2[cH:10][cH:11][c:12]([CH3:20])[cH:13][c:14]2[c:15]([Cl:19])[c:16]1[C:17]#[N:18].